The task is: describe an organic reaction: reactants, conditions, products, and yield. This data is from the Open Reaction Database (ORD), a public repository of structured organic reaction records. The reactants are COc1ccccc1Br, C1CCOC1, Cc1ccc2c(c1)C(=O)C(=O)N2, [Cl-], [Mg], [NH4+]. The product is [Br-], COc1ccccc1[Mg+]. As a reaction SMILES: [Br:2][c:3]1[c:4]([O:9][CH3:10])[cH:5][cH:6][cH:7][cH:8]1.[CH2:25]1[O:26][CH2:27][CH2:28][CH2:29]1.[CH3:11][c:12]1[cH:13][c:14]2[c:15]([cH:16][cH:17]1)[NH:18][C:19](=[O:20])[C:21]2=[O:22].[Cl-:23].[Mg:1].[NH4+:24]>>[Br-:2].[Mg+:1][c:3]1[c:4]([O:9][CH3:10])[cH:5][cH:6][cH:7][cH:8]1.